This data is from the Open Reaction Database (ORD), a public repository of structured organic reaction records. The task is: describe an organic reaction: reactants, conditions, products, and yield Reactants: C([O-])(O)=O.[Na+] (sodium bicarbonate), CN(S(=O)(=O)C)C1=NC=CC=C1NC1=CC=C2C=NC(=NN21)SC (N-Methyl-N-[3-(2-methylsulfanyl-pyrrolo[2,1-f][1,2,4]triazin-7-ylamino)-pyridin-2-yl]-methanesulfonamide), C(Cl)Cl (Methylene chloride), ClC1=CC(=CC=C1)C(=O)OO (m-Chloroperbenzoic acid). Run at time 8 hour. The product is CS(=O)C1=NN2C(C=N1)=CC=C2NC=2C(=NC=CC2)N(S(=O)(=O)C)C (N-[3-(2-Methanesulfinyl-pyrrolo[2,1-f][1,2,4]triazin-7-ylamino)-pyridin-2-yl]-N-methyl-methanesulfonamide). The yield is 76.6%. RXN SMILES: [CH3:1][N:2]([C:7]1[C:12]([NH:13][C:14]2[N:22]3[C:17]([CH:18]=[N:19][C:20]([S:23][CH3:24])=[N:21]3)=[CH:16][CH:15]=2)=[CH:11][CH:10]=[CH:9][N:8]=1)[S:3]([CH3:6])(=[O:5])=[O:4].C(Cl)Cl.ClC1C=CC=C(C(OO)=[O:36])C=1.C(=O)(O)[O-].[Na+]>>[CH3:24][S:23]([C:20]1[N:19]=[CH:18][C:17]2=[CH:16][CH:15]=[C:14]([NH:13][C:12]3[C:7]([N:2]([CH3:1])[S:3]([CH3:6])(=[O:4])=[O:5])=[N:8][CH:9]=[CH:10][CH:11]=3)[N:22]2[N:21]=1)=[O:36] |f:3.4|. Procedure: N-Methyl-N-[3-(2-methylsulfanyl-pyrrolo[2,1-f][1,2,4]triazin-7-ylamino)-pyridin-2-yl]-methanesulfonamide (125.0 mg, 0.3430 mmol) was dissolved in Methylene chloride (5.00 mL, 78.0 mmol) and the solution was treated with m-Chloroperbenzoic acid (76.87 mg, 0.3430 mmol). The reaction was then allowed to stir overnight at room temperature. The reaction mixture was poured over saturated sodium bicarbonate and organics were extracted with dichloromethane. Combined extracts were then dried over sodium ... The reactants are CN1C(CC[C@@]2(C3=C(CC[C@@H]12)C=C(C=C3)Br)C)=O ((+)-(4aR)-(10bR)-4-methyl-8-bromo-10b-methyl-1,2,3,4,4a,5,6,10b-octahydrobenzo[f]quinolin-3-one), C1OC=2C=C(C=CC2OC1)B(O)O (3,4-ethylenedioxyphenylboronic acid), C([O-])([O-])=O.[Na+].[Na+] (sodium carbonate), C1CCOC1 (THF). The reagents and catalysts are [Pd].C1(=CC=CC=C1)P(C1=CC=CC=C1)C1=CC=CC=C1.C1(=CC=CC=C1)P(C1=CC=CC=C1)C1=CC=CC=C1.C1(=CC=CC=C1)P(C1=CC=CC=C1)C1=CC=CC=C1.C1(=CC=CC=C1)P(C1=CC=CC=C1)C1=CC=CC=C1 (tetrakis (triphenylphosphine) palladium (0)). Solvent: C(Cl)(Cl)Cl (chloroform). Product: CN1C(CC[C@@]2(C3=C(CC[C@@H]12)C=C(C=C3)C3=CC1=C(C=C3)OCCO1)C)=O ((+)-(4aR)-(10bR)-4-methyl-8-(3,4-ethylenedioxyphenyl)-10b-methyl-1,2,3,4,4a,5,6,10b-octahydrobenzo[f]quinolin-3-one). Yield: 80.0%. Reaction SMILES: [CH3:1][N:2]1[C@H:11]2[C@@:6]([CH3:17])([C:7]3[CH:15]=[CH:14][C:13](Br)=[CH:12][C:8]=3[CH2:9][CH2:10]2)[CH2:5][CH2:4][C:3]1=[O:18].[CH2:19]1[CH2:28][O:27][C:26]2[CH:25]=[CH:24][C:23](B(O)O)=[CH:22][C:21]=2[O:20]1.C(=O)([O-])[O-].[Na+].[Na+].C1COCC1>C(Cl)(Cl)Cl.[Pd].C1(P(C2C=CC=CC=2)C2C=CC=CC=2)C=CC=CC=1.C1(P(C2C=CC=CC=2)C2C=CC=CC=2)C=CC=CC=1.C1(P(C2C=CC=CC=2)C2C=CC=CC=2)C=CC=CC=1.C1(P(C2C=CC=CC=2)C2C=CC=CC=2)C=CC=CC=1>[CH3:1][N:2]1[C@H:11]2[C@@:6]([CH3:17])([C:7]3[CH:15]=[CH:14][C:13]([C:24]4[CH:23]=[CH:22][C:21]5[O:20][CH2:19][CH2:28][O:27][C:26]=5[CH:25]=4)=[CH:12][C:8]=3[CH2:9][CH2:10]2)[CH2:5][CH2:4][C:3]1=[O:18] |f:2.3.4,7.8.9.10.11|. Procedure details: A 15 mL round bottom flask was charged with (+)-(4aR)-(10bR)-4-methyl-8-bromo-10b-methyl-1,2,3,4,4a,5,6,10b-octahydrobenzo[f]quinolin-3-one (200 mg, 0.65 mmol), tetrakis (triphenylphosphine) palladium (0) (23 mg, 0.02 mmol), 3,4-ethylenedioxyphenylboronic acid (140 mg, 0.78 mmol), 0.65 mL of 2M sodium carbonate solution and 2 mL of THF, fitted with a reflux condenser, and the stirred mixture was heated at 80°, under nitrogen, for 24 h. The mixture was cooled, diluted with chloroform (50 mL) and ... Starting materials: O (Water), ClC1=C(C(=O)Cl)C=CC(=C1)Cl (2,4-dichlorobenzoyl chloride), CN1N=NN=C1N (1-methyl-5-aminotetrazole), N1=CC=CC=C1 (pyridine). Run in C(C)#N (acetonitrile). Product: ClC1=C(C(=O)NC2=NN=NN2C)C=CC(=C1)Cl (2,4-dichloro-N-(1-methyltetrazol-5-yl)benzamide). As a reaction SMILES: [Cl:1][C:2]1[CH:10]=[C:9]([Cl:11])[CH:8]=[CH:7][C:3]=1[C:4](Cl)=[O:5].[CH3:12][N:13]1[C:17]([NH2:18])=[N:16][N:15]=[N:14]1.N1C=CC=CC=1.O>C(#N)C>[Cl:1][C:2]1[CH:10]=[C:9]([Cl:11])[CH:8]=[CH:7][C:3]=1[C:4]([NH:18][C:17]1[N:13]([CH3:12])[N:14]=[N:15][N:16]=1)=[O:5]. Procedure details: In a microwave oven, 209 mg (1.0 mmol) of 2,4-dichlorobenzoyl chloride, 198 mg (2.0 mmol) of 1-methyl-5-aminotetrazole and 237 mg (3 mmol) of pyridine in 3 ml of acetonitrile are stirred at 130° C. for 45 min. Water is then added, and the product is filtered off with suction and washed with ether. Yield 80 mg (30%).